Task: describe an organic reaction: reactants, conditions, products, and yield. Dataset: the Open Reaction Database (ORD), a public repository of structured organic reaction records The reactants are CON, Cl, Cc1[nH]c(C(=O)NC2CCN(c3cc(C(=O)O)nc4c(F)cccc34)CC2)c(Cl)c1Cl. The product is CONC(=O)c1cc(N2CCC(NC(=O)c3[nH]c(C)c(Cl)c3Cl)CC2)c2cccc(F)c2n1. As a reaction SMILES: [CH3:33][O:34][NH2:35].[ClH:32].[F:1][c:2]1[cH:3][cH:4][cH:5][c:6]2[c:7]([N:15]3[CH2:16][CH2:17][CH:18]([NH:21][C:22](=[O:23])[c:24]4[nH:25][c:26]([CH3:31])[c:27]([Cl:30])[c:28]4[Cl:29])[CH2:19][CH2:20]3)[cH:8][c:9]([C:12](=[O:13])[OH:14])[n:10][c:11]12>>[F:1][c:2]1[cH:3][cH:4][cH:5][c:6]2[c:7]([N:15]3[CH2:16][CH2:17][CH:18]([NH:21][C:22](=[O:23])[c:24]4[nH:25][c:26]([CH3:31])[c:27]([Cl:30])[c:28]4[Cl:29])[CH2:19][CH2:20]3)[cH:8][c:9]([C:12](=[O:13])[NH:35][O:34][CH3:33])[n:10][c:11]12. Reactants: [H-].[Na+] (sodium hydride), C(C)C1=NC2=CC(=C(C=C2C(=C1C)OC(=O)C1CC1)F)F (2-ethyl-3-methyl-4-cyclopropanecarbonyloxy-6,7-difluoroquinoline), C(C)C1=NC2=CC=C(C(=C2C(=C1C)OC(=O)C1CC1)F)F (2-ethyl-3-methyl-4-cyclopropanecarbonyloxy-5,6-difluoroquinoline), C(C)C1=NC2=CC=C(C(=C2C(=C1C)OC(=O)C1CC1)F)F (2-ethyl-3-methyl-4-cyclopropanecarbonyloxy-5,6-difluoroquinoline), O (water), C(C)C1=NC2=CC(=C(C=C2C(=C1C)OC(=O)C1CC1)F)F (2-ethyl-3-methyl-4-cyclopropanecarbonyloxy-6,7-difluoroquinoline), C(C)C1=NC2=CC(=C(C=C2C(=C1C)OC(=O)C1CC1)F)F (2-ethyl-3-methyl-4-cyclopropanecarbonyloxy-6,7-difluoroquinoline). Solvent: O1CCCC1 (tetrahydrofuran), O1CCCC1 (tetrahydrofuran). Conditions: time 1 hour. Yields the product C(C)C1=NC2=CC(=C(C=C2C(=C1C)OC(C)=O)F)F (2-ethyl-3-methyl-4-acetyloxy-6,7-difluoroquinoline). The yield is 41.5%. As a reaction SMILES: [H-].[Na+].[CH2:3]([C:5]1[C:14]([CH3:15])=[C:13]([O:16][C:17]([CH:19]2CC2)=[O:18])[C:12]2[C:7](=[CH:8][C:9]([F:23])=[C:10]([F:22])[CH:11]=2)[N:6]=1)[CH3:4].C(C1C(C)=C(OC(C2CC2)=O)C2C(=CC=C(F)C=2F)N=1)C.O>O1CCCC1>[CH2:3]([C:5]1[C:14]([CH3:15])=[C:13]([O:16][C:17](=[O:18])[CH3:19])[C:12]2[C:7](=[CH:8][C:9]([F:23])=[C:10]([F:22])[CH:11]=2)[N:6]=1)[CH3:4] |f:0.1|. Reported procedure: 2-Ethyl-3-methyl-4-cyclopropanecarbonyloxy-6,7-difluoroquinoline (5.5 g) prepared as described in Example 1 was dissolved in 50 ml of methanol. A solution of 2.5 g of sodium hydroxide in 50 ml of water was added to this solution, and the mixture was stirred at 50° C. for 3 hr. The reaction solution was allowed to stand for cooling and was then poured into 50 ml of water. The mixture was neutralized with 1N hydrochloric acid, and the precipitate was then collected by filtration to give 5.1 g of 2... The reactants are CN(C=O)C (dimethylformamide), [Cl-].[NH4+] (ammonium chloride), C(CCCCCCCC)C1=C(C=CC=C1)Br (2-nonylbromobenzene), [Mg] (magnesium), C(CCCCCCCC)C1=C(C=CC=C1)Br (2-nonylbromobenzene). Run in O1CCCC1 (tetrahydrofuran), O1CCCC1 (tetrahydrofuran), O1CCCC1 (tetrahydrofuran), O1CCCC1 (tetrahydrofuran). Yields the product C(CCCCCCCC)C1=C(C=O)C=CC=C1 (2-nonylbenzaldehyde). Conditions: time 1 hour. Procedure details: A third of a solution of 22 g of 2-nonylbromobenzene in 35 ml of tetrahydrofuran is added to a mixture, stirred under an argon atmosphere, of 3.4 g of magnesium turnings, 25 ml of tetrahydrofuran and 3 drops of carbon tetrachloride and the whole is heated at the boil under reflux for 30 minutes. The remainder of the 2-nonylbromobenzene solution is then added dropwise over a period of one hour and the reaction mixture is maintained under reflux for 2 hours. After dilution with 40 ml of tetrahydro... RXN SMILES: [CH2:1]([C:10]1[CH:15]=[CH:14][CH:13]=[CH:12][C:11]=1Br)[CH2:2][CH2:3][CH2:4][CH2:5][CH2:6][CH2:7][CH2:8][CH3:9].[Mg].CN(C)[CH:20]=[O:21].[Cl-].[NH4+]>O1CCCC1.C(Cl)(Cl)(Cl)Cl>[CH2:1]([C:10]1[CH:15]=[CH:14][CH:13]=[CH:12][C:11]=1[CH:20]=[O:21])[CH2:2][CH2:3][CH2:4][CH2:5][CH2:6][CH2:7][CH2:8][CH3:9] |f:3.4|. Reagents/catalysts: C(Cl)(Cl)(Cl)Cl (carbon tetrachloride). Reactants: NC1=NC(=NC=C1)SCCN1C(C=2C(C1=O)=CC=CC2)=O (4-amino-2-(2-phthalimidoethylthio)pyrimidine), FC(CN=C=S)(F)F (2,2,2-trifluoroethylisothiocyanate), CN(C=O)C (dimethyl formamide). The solvent is C(C)#N (acetonitrile). Conditions: time 72 hour. Product: FC(CNC(NC1=NC(=NC=C1)SCCN1C(C=2C(C1=O)=CC=CC2)=O)=S)(F)F (4-[3-(2,2,2-trifluoroethyl)thioureido]-2-(2-phthalimidoethylthio)pyrimidine). Isolated yield 59.5%. Reaction SMILES: [NH2:1][C:2]1[CH:7]=[CH:6][N:5]=[C:4]([S:8][CH2:9][CH2:10][N:11]2[C:15](=[O:16])[C:14]3=[CH:17][CH:18]=[CH:19][CH:20]=[C:13]3[C:12]2=[O:21])[N:3]=1.[F:22][C:23]([F:29])([F:28])[CH2:24][N:25]=[C:26]=[S:27].CN(C)C=O>C(#N)C>[F:22][C:23]([F:29])([F:28])[CH2:24][NH:25][C:26](=[S:27])[NH:1][C:2]1[CH:7]=[CH:6][N:5]=[C:4]([S:8][CH2:9][CH2:10][N:11]2[C:15](=[O:16])[C:14]3=[CH:17][CH:18]=[CH:19][CH:20]=[C:13]3[C:12]2=[O:21])[N:3]=1. Reported procedure: A mixture of 4-amino-2-(2-phthalimidoethylthio)pyrimidine (0.8 g.), 2,2,2-trifluoroethylisothiocyanate (0.56 g.) and dimethyl formamide (2 ml.) was stirred at 70° for 72 hours. The mixture was cooled, diluted with acetonitrile and filtered to give 4-[3-(2,2,2-trifluoroethyl)thioureido]-2-(2-phthalimidoethylthio)pyrimidine (0.7 g.), m.p. 238°-241°. Reactants: CCCCCCCCCCCCCCCCCCOc1ccc(OCCCc2ccccc2)c(C(=O)O)c1, [Cl-], CCOC(=O)CNCC(=O)OCC. As a reaction SMILES: [CH2:2]([CH2:3][CH2:4][CH2:5][CH2:6][CH2:7][CH2:8][CH2:9][CH2:10][CH2:11][CH2:12][CH2:13][CH2:14][CH2:15][CH2:16][CH2:17][CH2:18][CH3:19])[O:20][c:21]1[cH:22][cH:23][c:24]([O:30][CH2:31][CH2:32][CH2:33][c:34]2[cH:35][cH:36][cH:37][cH:38][cH:39]2)[c:25]([C:26](=[O:27])[OH:28])[cH:29]1.[Cl-:1].[NH:40]([CH2:41][C:42](=[O:43])[O:44][CH2:45][CH3:46])[CH2:47][C:48](=[O:49])[O:50][CH2:51][CH3:52]>>[CH2:2]([CH2:3][CH2:4][CH2:5][CH2:6][CH2:7][CH2:8][CH2:9][CH2:10][CH2:11][CH2:12][CH2:13][CH2:14][CH2:15][CH2:16][CH2:17][CH2:18][CH3:19])[O:20][c:21]1[cH:22][cH:23][c:24]([O:30][CH2:31][CH2:32][CH2:33][c:34]2[cH:35][cH:36][cH:37][cH:38][cH:39]2)[c:25]([C:26](=[O:27])[N:40]([CH2:41][C:42](=[O:43])[O:44][CH2:45][CH3:46])[CH2:47][C:48](=[O:49])[O:50][CH2:51][CH3:52])[cH:29]1. Product: CCCCCCCCCCCCCCCCCCOc1ccc(OCCCc2ccccc2)c(C(=O)N(CC(=O)OCC)CC(=O)OCC)c1. The reactants are COC(=O)c1ccc(-c2cc(O)ccc2F)c(C2=CCCC2(C)C)c1, CCOC(C)=O, CC(C)[Si](Cl)(C(C)C)C(C)C, CN(C)C=O, c1c[nH]cn1. Product: COC(=O)c1ccc(-c2cc(O[Si](C(C)C)(C(C)C)C(C)C)ccc2F)c(C2=CCCC2(C)C)c1. RXN SMILES: [CH3:1][C:2]1([CH3:25])[CH2:3][CH2:4][CH:5]=[C:6]1[c:7]1[c:8](-[c:17]2[c:18]([F:24])[cH:19][cH:20][c:21]([OH:23])[cH:22]2)[cH:9][cH:10][c:11]([C:13](=[O:14])[O:15][CH3:16])[cH:12]1.[CH3:47][CH2:48][O:49][C:50]([CH3:51])=[O:52].[CH:31]([CH3:32])([CH3:33])[Si:34]([CH:35]([CH3:36])[CH3:37])([CH:38]([CH3:39])[CH3:40])[Cl:41].[O:42]=[CH:43][N:44]([CH3:45])[CH3:46].[nH:26]1[cH:27][cH:28][n:29][cH:30]1>>[CH3:1][C:2]1([CH3:25])[CH2:3][CH2:4][CH:5]=[C:6]1[c:7]1[c:8](-[c:17]2[c:18]([F:24])[cH:19][cH:20][c:21]([O:23][Si:34]([CH:31]([CH3:32])[CH3:33])([CH:35]([CH3:36])[CH3:37])[CH:38]([CH3:39])[CH3:40])[cH:22]2)[cH:9][cH:10][c:11]([C:13](=[O:14])[O:15][CH3:16])[cH:12]1. Starting materials: C(C)(=O)C1=C(C(=C(C=C1)COC1=CC=C(C=C1)C=1N=NN(N1)CCCBr)CCC)O (5-[4-((4-Acetyl-3-hydroxy-2-propylphenyl)methoxy)phenyl]-2-(3-bromopropyl)-2H-tetrazole), CNC (Dimethylamine). Solvent: C(C)#N (acetonitrile), C(C)#N (acetonitrile). Conditions: temperature 0 celsius, time 5 hour. Product: CN(CCCN1N=C(N=N1)C1=CC=C(OCC2=C(C(=C(C=C2)C(C)=O)O)CCC)C=C1)C (1-[4-[[4-[2-[3-(Dimethylamino)propyl]-2H- tetrazol-5-yl]phenoxy]methyl]-2-hydroxy-3-propylphenyl]ethanone). Isolated yield 88.5%. Reaction SMILES: [C:1]([C:4]1[CH:9]=[CH:8][C:7]([CH2:10][O:11][C:12]2[CH:17]=[CH:16][C:15]([C:18]3[N:19]=[N:20][N:21]([CH2:23][CH2:24][CH2:25]Br)[N:22]=3)=[CH:14][CH:13]=2)=[C:6]([CH2:27][CH2:28][CH3:29])[C:5]=1[OH:30])(=[O:3])[CH3:2].[CH3:31][NH:32][CH3:33]>C(#N)C>[CH3:31][N:32]([CH3:33])[CH2:25][CH2:24][CH2:23][N:21]1[N:20]=[N:19][C:18]([C:15]2[CH:16]=[CH:17][C:12]([O:11][CH2:10][C:7]3[CH:8]=[CH:9][C:4]([C:1](=[O:3])[CH3:2])=[C:5]([OH:30])[C:6]=3[CH2:27][CH2:28][CH3:29])=[CH:13][CH:14]=2)=[N:22]1. Procedure details: 5-[4-((4-Acetyl-3-hydroxy-2-propylphenyl)methoxy)phenyl]-2-(3-bromopropyl)-2H-tetrazole (2.8 g, 0.006 mol) was dissolved in acetonitrile and cooled to 10 approximately 0° C. Dimethylamine (anhydrous, excess) was cooled in the reagent bottle before it was opened then added to the cool acetonitrile solution. The solution was maintained at approximately 0° C. with an ice bath while it was stirred (approximately 5 hours). The reaction mixture was then concentrated in vacuo. Water was added and the r...